Dataset: the Open Reaction Database (ORD), a public repository of structured organic reaction records. Task: describe an organic reaction: reactants, conditions, products, and yield Isolated yield 66.6%. Product: COC1=C(C(=[N+](C=C1OC)[O-])C)C (4,5-dimethoxy-2,3-dimethylpyridine 1-oxide). The reactants are ClC=1C=C(C(=O)OO)C=CC1 (m-chloroperoxybenzoic acid), COC1=C(C(=NC=C1OC)C)C (4,5-dimethoxy-2,3-dimethylpyridine), [OH-].[Na+] (sodium hydroxide). Reaction SMILES: [CH3:1][O:2][C:3]1[C:8]([O:9][CH3:10])=[CH:7][N:6]=[C:5]([CH3:11])[C:4]=1[CH3:12].ClC1C=C(C=CC=1)C(OO)=[O:18].[OH-].[Na+]>C(Cl)Cl>[CH3:1][O:2][C:3]1[C:8]([O:9][CH3:10])=[CH:7][N+:6]([O-:18])=[C:5]([CH3:11])[C:4]=1[CH3:12] |f:2.3|. Reaction conditions: temperature 20 celsius, time 2 hour. Reported procedure: 6.3 g of 4,5-dimethoxy-2,3-dimethylpyridine are dissolved in 120 ml of methylene chloride, 20 g of m-chloroperoxybenzoic acid are added successively and the mixture is stirred first at 20° C. for 2 hours and then at 40° C. for 4 hours. After addition of 20 ml of 5N sodium hydroxide solution, the mixture is washed three times with a mixture of 5% strength sodium thiosulfate solution and 5% strength sodium carbonate solution, the aqueous phase is back-extracted twice with methylene chloride and th... Solvent: C(Cl)Cl (methylene chloride). The reactants are N1(C=NC=C1)CC1=CC=C(C#N)C=C1 (4-Imidazol-1-ylmethyl-benzonitrile), C(C)(C)(C)[Si](C)(C)OCCI (tert-butyl-(2-iodo-ethoxy)-dimethyl-silane), C[Si](C)(C)[N-][Si](C)(C)C.[Li+] (Lithium bis(trimethylsilyl)amide). Solvent: C1CCOC1 (THF), C1CCOC1 (THF), C1CCOC1 (THF). Conditions: temperature -60 celsius. Yields the product C(C)(C)(C)[Si](OCCC(N1C=NC=C1)C1=CC=C(C#N)C=C1)(C)C (4-[3-(tert-butyl-dimethyl-silanyloxy)-1-imidazol-1-yl-propyl]-benzonitrile). Reaction SMILES: [N:1]1([CH2:6][C:7]2[CH:14]=[CH:13][C:10]([C:11]#[N:12])=[CH:9][CH:8]=2)[CH:5]=[CH:4][N:3]=[CH:2]1.C[Si]([N-][Si](C)(C)C)(C)C.[Li+].[C:25]([Si:29]([O:32][CH2:33][CH2:34]I)([CH3:31])[CH3:30])([CH3:28])([CH3:27])[CH3:26]>C1COCC1>[C:25]([Si:29]([CH3:31])([CH3:30])[O:32][CH2:33][CH2:34][CH:6]([C:7]1[CH:14]=[CH:13][C:10]([C:11]#[N:12])=[CH:9][CH:8]=1)[N:1]1[CH:5]=[CH:4][N:3]=[CH:2]1)([CH3:28])([CH3:27])[CH3:26] |f:1.2|. Procedure: 4-Imidazol-1-ylmethyl-benzonitrile (5.5 gms, 30 mmol) was suspended in freshly distilled THF (150 mL) in dry glassware and stirred under argon in a -60° C. dry ice acetone bath then Lithium bis(trimethylsilyl)amide 1 molar in THF (33 mL) was added slowly. The mixture was stirred for 30 minutes and the temperature was reduced to -78° C. A suspension of tert-butyl-(2-iodo-ethoxy)-dimethyl-silane (9.5 gm, 33 mmol) in 20 mL of THF was cooled to -78° C. and added via cannula to the first solution and...